Dataset: the Open Reaction Database (ORD), a public repository of structured organic reaction records. Task: describe an organic reaction: reactants, conditions, products, and yield Reactants: BrC1=CC=C(C=C1)CC(=O)OCC (Ethyl 4-bromophenylacetate), CC(C)([O-])C.[K+] (potassium tert-butoxide), IC(C)C (2-Iodo-propane). Run in CN(C)C=O (DMF). Conditions: time 1 hour. Product: C(C)OC(C(C(C)C)C1=CC=C(C=C1)Br)=O (2-(4-Bromo-phenyl)-3-methyl-butyric acid ethyl ester). Reaction SMILES: [Br:1][C:2]1[CH:7]=[CH:6][C:5]([CH2:8][C:9]([O:11][CH2:12][CH3:13])=[O:10])=[CH:4][CH:3]=1.[CH3:14][C:15](C)([O-])[CH3:16].[K+].IC(C)C>CN(C=O)C>[CH2:12]([O:11][C:9](=[O:10])[CH:8]([C:5]1[CH:4]=[CH:3][C:2]([Br:1])=[CH:7][CH:6]=1)[CH:15]([CH3:16])[CH3:14])[CH3:13] |f:1.2|. Procedure details: Ethyl 4-bromophenylacetate (3.0 g, 12.3 mmol) and potassium tert-butoxide (1.38 g, 12.3 mmol) were combined in DMF (35 mL). 2-Iodo-propane (2.09 g, 12.3 mmol) was added and the reaction was stirred at room temperature for 1 hour. Aqueous workup provided the title compound. The solvent is C1CCOC1 (THF). The product is C(C)OP(OCC)(=O)C(CCN(CCC)CCC)P(OCC)(=O)OCC (tetraethyl-3-(dipropylamino)-propane-1,1-bisphosphonate). RXN SMILES: [CH2:1]([N:4]([CH2:25][CH2:26][CH3:27])[C:5](=O)[CH2:6][CH:7]([P:16]([O:21][CH2:22][CH3:23])([O:18][CH2:19][CH3:20])=[O:17])[P:8]([O:13][CH2:14][CH3:15])([O:10][CH2:11][CH3:12])=[O:9])[CH2:2][CH3:3].B.CSC.Cl>C1COCC1>[CH2:19]([O:18][P:16]([CH:7]([P:8]([O:10][CH2:11][CH3:12])(=[O:9])[O:13][CH2:14][CH3:15])[CH2:6][CH2:5][N:4]([CH2:1][CH2:2][CH3:3])[CH2:25][CH2:26][CH3:27])(=[O:17])[O:21][CH2:22][CH3:23])[CH3:20] |f:1.2|. Starting materials: B.CSC (borane methylsulfide), C(CC)N(C(CC(P(=O)(OCC)OCC)P(=O)(OCC)OCC)=O)CCC (N,N-dipropyl-3,3-bis(diethoxyphosphinyl)propionamide), Cl (HCl). Procedure: A solution of N,N-dipropyl-3,3-bis(diethoxyphosphinyl)propionamide (1.25 g, 2.9 mmol) in THF (7.1 ml) was cooled to 0° C., and borane-methylsulfide (0.71 ml, 7.1 mmol) was added via syringe. The reaction was stirred at 0° C. for 20 minutes, then warmed at 65 C. for 3 hours. The reaction mixture was cooled to 0° C. and 6N HCl (6 ml) was added carefully. The solvent was removed m vacuo, and the residue was treated with methanol (5 ml) and concentrated. The residue was dissolved in water (10 ml) an... Run at temperature 0 celsius, time 20 minute. The yield is 58.9%. The reactants are CC(C)Cc1cc(C=O)nn1-c1ccccc1, COc1ccc(N2CCN(CCN)CC2)cc1. Yields the product COc1ccc(N2CCN(CCNCc3cc(CC(C)C)n(-c4ccccc4)n3)CC2)cc1. As a reaction SMILES: [CH2:18]([CH:19]([CH3:20])[CH3:21])[c:22]1[cH:23][c:24]([CH:33]=[O:34])[n:25][n:26]1-[c:27]1[cH:28][cH:29][cH:30][cH:31][cH:32]1.[CH3:1][O:2][c:3]1[cH:4][cH:5][c:6]([N:9]2[CH2:10][CH2:11][N:12]([CH2:15][CH2:16][NH2:17])[CH2:13][CH2:14]2)[cH:7][cH:8]1>>[CH3:1][O:2][c:3]1[cH:4][cH:5][c:6]([N:9]2[CH2:10][CH2:11][N:12]([CH2:15][CH2:16][NH:17][CH2:33][c:24]3[cH:23][c:22]([CH2:18][CH:19]([CH3:20])[CH3:21])[n:26](-[c:27]4[cH:28][cH:29][cH:30][cH:31][cH:32]4)[n:25]3)[CH2:13][CH2:14]2)[cH:7][cH:8]1. Starting materials: N([C@@H](CCC(N)=O)C(=O)O)C(=O)OC(C)(C)C (Boc-L-Gln), CN1CCOCC1 (N-methylmorpholine), C(C(C)C)OC(=O)Cl (isobutylchlorocarbonate), N[C@@H](CCSC)C(=O)O (L-methionine), CN1CCOCC1 (N-methylmorpholine). Run in C1CCOC1 (THF), O (H2O). Yields the product C(C)(C)(C)OC(=O)N[C@@H](CCC(N)=O)C(=O)N[C@@H](CCSC)C(=O)O (tert-Butyloxycarbonyl-L-glutaminyl-L-methionine). Reaction SMILES: [NH:1]([C:11]([O:13][C:14]([CH3:17])([CH3:16])[CH3:15])=[O:12])[C@H:2]([C:8]([OH:10])=O)[CH2:3][CH2:4][C:5](=[O:7])[NH2:6].CN1CCOCC1.C(OC(Cl)=O)C(C)C.[NH2:33][C@H:34]([C:39]([OH:41])=[O:40])[CH2:35][CH2:36][S:37][CH3:38]>C1COCC1.O>[C:14]([O:13][C:11]([NH:1][C@H:2]([C:8]([NH:33][C@H:34]([C:39]([OH:41])=[O:40])[CH2:35][CH2:36][S:37][CH3:38])=[O:10])[CH2:3][CH2:4][C:5](=[O:7])[NH2:6])=[O:12])([CH3:17])([CH3:16])[CH3:15]. Procedure: A solution of Boc-L-Gln (Bachem, 4.92 g, 20 mmole) in THF (45 ml) was cooled to -15°, neutralized with N-methylmorpholine (2.2 ml, 20 mmole) and treated with isobutylchlorocarbonate 2.74 g (20 mmole). After 5 min a solution of L-methionine (4.48 g, 30 mmole) and N-methylmorpholine (3.3 ml. 30 mmole) in H2O (45 ml) was added. (Some warming was necessary to obtain a clear solution of the methionine salt). The mixture was stirred and allowed to warm up to room temperature; gradually a clear solutio... Reactants: O=C([O-])[O-], CC(C)(C)OC(=O)C(Cc1ccc(O)cc1)NC(=O)C1CCCCN1C(=O)OCc1ccccc1, CI, CCOC(C)=O, [Cs+], [Cs+], CN(C)C=O. Product: COc1ccc(CC(NC(=O)C2CCCCN2C(=O)OCc2ccccc2)C(=O)OC(C)(C)C)cc1. As a reaction SMILES: [C:38](=[O:39])([O-:40])[O-:41].[CH2:3]([c:4]1[cH:5][cH:6][cH:7][cH:8][cH:9]1)[O:10][C:11](=[O:12])[N:13]1[CH:14]([C:19]([NH:20][CH:21]([CH2:22][c:23]2[cH:24][cH:25][c:26]([OH:29])[cH:27][cH:28]2)[C:30](=[O:31])[O:32][C:33]([CH3:34])([CH3:35])[CH3:36])=[O:37])[CH2:15][CH2:16][CH2:17][CH2:18]1.[CH3:1][I:2].[CH3:49][CH2:50][O:51][C:52]([CH3:53])=[O:54].[Cs+:42].[Cs+:43].[O:44]=[CH:45][N:46]([CH3:47])[CH3:48]>>[CH2:3]([c:4]1[cH:5][cH:6][cH:7][cH:8][cH:9]1)[O:10][C:11](=[O:12])[N:13]1[CH:14]([C:19]([NH:20][CH:21]([CH2:22][c:23]2[cH:24][cH:25][c:26]([O:29][CH3:38])[cH:27][cH:28]2)[C:30](=[O:31])[O:32][C:33]([CH3:34])([CH3:35])[CH3:36])=[O:37])[CH2:15][CH2:16][CH2:17][CH2:18]1. Reactants: C[Si](C)(C)[N-][Si](C)(C)C, CC(C)=O, CC(C)(C)Cc1nc2cc(S(C)(=O)=O)ccc2n1CC1CC1, [Li+], C1CCOC1. Product: CC(C)(C)Cc1nc2cc(S(=O)(=O)CC(C)(C)O)ccc2n1CC1CC1. Reaction SMILES: [CH3:23][Si:24]([N-:25][Si:26]([CH3:27])([CH3:28])[CH3:29])([CH3:30])[CH3:31].[CH3:33][C:34]([CH3:35])=[O:36].[CH:1]1([CH2:4][n:5]2[c:6]([CH2:18][C:19]([CH3:20])([CH3:21])[CH3:22])[n:7][c:8]3[c:9]2[cH:10][cH:11][c:12]([S:14](=[O:15])(=[O:16])[CH3:17])[cH:13]3)[CH2:2][CH2:3]1.[Li+:32].[O:37]1[CH2:38][CH2:39][CH2:40][CH2:41]1>>[CH:1]1([CH2:4][n:5]2[c:6]([CH2:18][C:19]([CH3:20])([CH3:21])[CH3:22])[n:7][c:8]3[c:9]2[cH:10][cH:11][c:12]([S:14](=[O:15])(=[O:16])[CH2:17][C:34]([CH3:33])([CH3:35])[OH:36])[cH:13]3)[CH2:2][CH2:3]1.